From a dataset of the Open Reaction Database (ORD), a public repository of structured organic reaction records. describe an organic reaction: reactants, conditions, products, and yield Product: C(=O)(OC)C1C(CCC(C1)C1=CC=C(C=C1)C(=O)OC)=O (2-Carbomethoxy-4-(4'-carbomethoxyphenyl)cyclohexanone). Run in C1CCOC1 (THF). The yield is 63.0%. The reactants are C(=O)(OC)C1=CC=C(C=C1)C1CCC(CC1)=O (4-(4'-Carbomethoxyphenyl)cyclohexanone), COC(OC)=O.[H-].[Na+] (dimethylcarbonate NaH). Procedure details: Compound 14 was acylated with dimethylcarbonate/NaH/-KH in THF to give 15 (63%). As a reaction SMILES: [C:1]([C:5]1[CH:10]=[CH:9][C:8]([CH:11]2[CH2:16][CH2:15][C:14](=[O:17])[CH2:13][CH2:12]2)=[CH:7][CH:6]=1)([O:3][CH3:4])=[O:2].[CH3:18][O:19][C:20](=O)[O:21]C.[H-].[Na+]>C1COCC1>[C:20]([CH:15]1[CH2:16][CH:11]([C:8]2[CH:9]=[CH:10][C:5]([C:1]([O:3][CH3:4])=[O:2])=[CH:6][CH:7]=2)[CH2:12][CH2:13][C:14]1=[O:17])([O:19][CH3:18])=[O:21] |f:1.2.3|.